This data is from the Open Reaction Database (ORD), a public repository of structured organic reaction records. The task is: describe an organic reaction: reactants, conditions, products, and yield Starting materials: COC(=O)C1CC(C)(C)CCC1O, CCOCC, C=COCC. The product is CCOC(C)OC1CCC(C)(C)CC1C(=O)OC. RXN SMILES: [C:6](=[O:7])([O:8][CH3:9])[CH:10]1[CH2:11][C:12]([CH3:17])([CH3:18])[CH2:13][CH2:14][CH:15]1[OH:16].[CH3:19][CH2:20][O:21][CH2:22][CH3:23].[CH:1](=[CH2:2])[O:3][CH2:4][CH3:5]>>[CH:1]([CH3:2])([O:3][CH2:4][CH3:5])[O:16][CH:15]1[CH:10]([C:6](=[O:7])[O:8][CH3:9])[CH2:11][C:12]([CH3:17])([CH3:18])[CH2:13][CH2:14]1. The reactants are [NH4+].[Cl-] (NH4Cl), C[Si](C)(C)[N-][Si](C)(C)C.[Na+] (NaHMDS), [Br-].COCCC[P+](C1=CC=CC=C1)(C1=CC=CC=C1)C1=CC=CC=C1 ((3-methoxy-propyl)-triphenyl-phosphonium bromide), BrC=1C=C(C=O)C=CC1 (m-bromobenzaldehyde). Solvent: C1CCOC1 (THF), C1CCOC1 (THF), C1CCOC1 (THF). Conditions: time 2 hour. Product: BrC1=CC(=CC=C1)C=CCCOC (1-Bromo-3-(4-methoxy-but-1-enyl)-benzene). Reaction SMILES: C[Si]([N-][Si](C)(C)C)(C)C.[Na+].[Br-].[CH3:12][O:13][CH2:14][CH2:15][CH2:16][P+](C1C=CC=CC=1)(C1C=CC=CC=1)C1C=CC=CC=1.[Br:36][C:37]1[CH:38]=[C:39]([CH:42]=[CH:43][CH:44]=1)[CH:40]=O.[NH4+].[Cl-]>C1COCC1>[Br:36][C:37]1[CH:44]=[CH:43][CH:42]=[C:39]([CH:40]=[CH:16][CH2:15][CH2:14][O:13][CH3:12])[CH:38]=1 |f:0.1,2.3,5.6|. Reported procedure: To a stirred solution of NaHMDS (9.02 g, 49.2 mmol) in THF (50 mL) under nitrogen atmosphere is added drop wise at 0° C. a THF solution (50 mL) of the title A compound, (3-methoxy-propyl)-triphenyl-phosphonium bromide (20.4 g, 49.2 mmol). The resulting mixture is stirred for 1 h at 0° C. before the addition of a THF solution (50 mL) of m-bromobenzaldehyde (7 g, 37.8 mmol). The reaction mixture is further stirred for 2 h at room temperature and poured into a saturated NH4Cl aqueous solution, the ...